This data is from the Open Reaction Database (ORD), a public repository of structured organic reaction records. The task is: describe an organic reaction: reactants, conditions, products, and yield Starting materials: FC1=CC=C(C=C1)/C(=C/C=O)/CCCCC ((E)-3-(4-fluorophenyl)-2-octenal), C(=O)(OC)C=P(C1=CC=CC=C1)(C1=CC=CC=C1)C1=CC=CC=C1 ((carbomethoxymethylene)triphenylphosphorane). Run in ClCCl (dichloromethane). Product: COC(\C=C\C=C(/CCCCC)\C1=CC=C(C=C1)F)=O ((E,E)-5-(4-fluorophenyl)-2,4-decadienoic acid methyl ester). Reaction SMILES: [F:1][C:2]1[CH:7]=[CH:6][C:5](/[C:8](/[CH2:12][CH2:13][CH2:14][CH2:15][CH3:16])=[CH:9]/[CH:10]=O)=[CH:4][CH:3]=1.[C:17]([CH:21]=P(C1C=CC=CC=1)(C1C=CC=CC=1)C1C=CC=CC=1)([O:19][CH3:20])=[O:18]>ClCCl>[CH3:20][O:19][C:17](=[O:18])/[CH:21]=[CH:10]/[CH:9]=[C:8](/[C:5]1[CH:6]=[CH:7][C:2]([F:1])=[CH:3][CH:4]=1)\[CH2:12][CH2:13][CH2:14][CH2:15][CH3:16]. Procedure: As described in Example 99, (E)-3-(4-fluorophenyl)-2-octenal (7.4 g) was treated with (carbomethoxymethylene)triphenylphosphorane (13.5 g) in dichloromethane (60 mL) for 4 days at room temperature. The ester was isolated in the normal manner and purified by HPLC (ether-hexane; 1:9) to yield 7.04 g of (E,E)-5-(4-fluorophenyl)-2,4-decadienoic acid methyl ester as an oil. The reactants are C1=CC(=CC=C1N)OC=2C=CC(=CC2)N (4,4′-diaminodiphenyl ether), C(CC1=CC=C(N)C=C1)C1=CC=C(N)C=C1 (4,4′-ethylenedianiline), C1=CC(=CC=C1N)S(=O)(=O)C2=CC=C(C=C2)N (4,4′-diaminodiphenyl sulfone), CC=1C=C(C=CC1N)C1=CC(=C(C=C1)N)C (3,3′-dimethyl-4,4′-diaminobiphenyl), CC1=C(C=CC(=C1)CC2=CC(=C(C=C2)N)C)N (4,4′-diamino-3,3′-dimethyldiphenylmethane), CC=1C=C(C=C(C1N)C)C1=CC(=C(N)C(=C1)C)C (3,3′,5,5′-tetramethylbenzidine), NC1=CC=CC2=C(C=CC=C12)N (1,5-diaminonaphthalene). Yields the product C(C1=CC=C(N)C=C1)C1=CC=C(N)C=C1 (4,4′-methylenedianiline). RXN SMILES: C(C1C=CC(N)=CC=1)CC1C=CC(N)=CC=1.C[C:18]1[CH:23]=[C:22]([CH2:24][C:25]2[CH:30]=[CH:29][C:28]([NH2:31])=[C:27](C)[CH:26]=2)[CH:21]=[CH:20][C:19]=1[NH2:33].CC1C=C(C2C=C(C)C(N)=C(C)C=2)C=C(C)C=1N.C1C(N)=CC=C(S(C2C=CC(N)=CC=2)(=O)=O)C=1.C1C(N)=CC=C(OC2C=CC(N)=CC=2)C=1.NC1C2C(=C(N)C=CC=2)C=CC=1.CC1C=C(C2C=CC(N)=C(C)C=2)C=CC=1N>>[CH2:24]([C:25]1[CH:30]=[CH:29][C:28]([NH2:31])=[CH:27][CH:26]=1)[C:22]1[CH:21]=[CH:20][C:19]([NH2:33])=[CH:18][CH:23]=1. Procedure details: 4,4′-ethylenedianiline; 4,4′-diamino-3,3′-dimethyldiphenylmethane; 3,3′,5,5′-tetramethylbenzidine; 4,4′-diaminodiphenyl sulfone; 4,4′-diaminodiphenyl ether; 1,5-diaminonaphthalene; 3,3′-dimethyl-4,4′-diaminobiphenyl; Yields the product hydrogen chloride salt, O=C1N(CN(C12CCNCC2)C2=CC=CC=C2)CC=2C=C(C(=O)OC)C=CC2 (methyl 3-((4-oxo-1-phenyl-1,3,8-triazaspiro[4.5]decan-3-yl)methyl)benzoate). Reported procedure: A solution of tert-butyl 3-(3-(methoxycarbonyl)benzyl)-4-oxo-1-phenyl-1,3,8-triazaspiro[4.5]decane-8-carboxylate (1.2 g, 2.5 mmol, 1 equiv) in 4M hydrogen chloride solution in dioxane was stirred at ambient temperature for 3 h. The reaction mixture was concentrated and dried in vacuo to afford the hydrogen chloride salt of the title compound as a white powder (0.95 g, quant.); MS for C22H25N3O3 m/z 379.19 (M+H)+. Solvent: Cl (hydrogen chloride), O1CCOCC1 (dioxane). The yield is 100.1%. RXN SMILES: [CH3:1][O:2][C:3]([C:5]1[CH:6]=[C:7]([CH:33]=[CH:34][CH:35]=1)[CH2:8][N:9]1[C:13](=[O:14])[C:12]2([CH2:19][CH2:18][N:17](C(OC(C)(C)C)=O)[CH2:16][CH2:15]2)[N:11]([C:27]2[CH:32]=[CH:31][CH:30]=[CH:29][CH:28]=2)[CH2:10]1)=[O:4]>Cl.O1CCOCC1>[O:14]=[C:13]1[C:12]2([CH2:19][CH2:18][NH:17][CH2:16][CH2:15]2)[N:11]([C:27]2[CH:28]=[CH:29][CH:30]=[CH:31][CH:32]=2)[CH2:10][N:9]1[CH2:8][C:7]1[CH:6]=[C:5]([CH:35]=[CH:34][CH:33]=1)[C:3]([O:2][CH3:1])=[O:4]. The reactants are COC(=O)C=1C=C(CN2CN(C3(C2=O)CCN(CC3)C(=O)OC(C)(C)C)C3=CC=CC=C3)C=CC1 (tert-butyl 3-(3-(methoxycarbonyl)benzyl)-4-oxo-1-phenyl-1,3,8-triazaspiro[4.5]decane-8-carboxylate). The reactants are ClC1=NC(=NC(=N1)Cl)Cl (2,4,6-trichloro-1,3,5-triazine), NCCN1CCOCC1 (N-(2-aminoethyl)morpholine). The product is ClC1=NC(=NC(=N1)Cl)NCCN1CCOCC1 (4,6-dichloro-N-(2-morpholinoethyl)-1,3,5-triazin-2-amine). Reaction SMILES: Cl[C:2]1[N:7]=[C:6]([Cl:8])[N:5]=[C:4]([Cl:9])[N:3]=1.[NH2:10][CH2:11][CH2:12][N:13]1[CH2:18][CH2:17][O:16][CH2:15][CH2:14]1>>[Cl:9][C:4]1[N:5]=[C:6]([Cl:8])[N:7]=[C:2]([NH:10][CH2:11][CH2:12][N:13]2[CH2:18][CH2:17][O:16][CH2:15][CH2:14]2)[N:3]=1. Procedure details: Following the general procedure A, 2,4,6-trichloro-1,3,5-triazine was coupled with N-(2-aminoethyl)morpholine with reaction time of 2 h. Purification by column chromatography gave the title compound. Starting materials: ClCC(=O)NC1=CC=NC=C1 (2-Chloro-N-pyridin-4-yl-acetamide), N12C[C@@H](C(CC1)CC2)OC(=O)C2(CCCCCC2)C2=CC=CC=C2 (1-phenyl-cycloheptanecarboxylic acid (R)-(1-aza-bicyclo[2.2.2]oct-3-yl)ester), C(C)OCC (Diethyl ether). The solvent is C(C)#N (acetonitrile). Conditions: time 24 hour. The product is [Cl-].C1(=CC=CC=C1)C1(CCCCCC1)C(=O)O[C@H]1C[N+]2(CCC1CC2)CC(NC2=CC=NC=C2)=O ((R)-3-(1-Phenyl-cycloheptanecarbonyloxy)-1-(pyridin-4-ylcarbamoylmethyl)-1-azonia-bicyclo[2.2.2]octane chloride). Yield: 24.8%. As a reaction SMILES: [Cl:1][CH2:2][C:3]([NH:5][C:6]1[CH:11]=[CH:10][N:9]=[CH:8][CH:7]=1)=[O:4].[N:12]12[CH2:19][CH2:18][CH:15]([CH2:16][CH2:17]1)[C@@H:14]([O:20][C:21]([C:23]1([C:30]3[CH:35]=[CH:34][CH:33]=[CH:32][CH:31]=3)[CH2:29][CH2:28][CH2:27][CH2:26][CH2:25][CH2:24]1)=[O:22])[CH2:13]2.C(OCC)C>C(#N)C>[Cl-:1].[C:30]1([C:23]2([C:21]([O:20][C@@H:14]3[CH:15]4[CH2:18][CH2:19][N+:12]([CH2:2][C:3](=[O:4])[NH:5][C:6]5[CH:11]=[CH:10][N:9]=[CH:8][CH:7]=5)([CH2:17][CH2:16]4)[CH2:13]3)=[O:22])[CH2:29][CH2:28][CH2:27][CH2:26][CH2:25][CH2:24]2)[CH:31]=[CH:32][CH:33]=[CH:34][CH:35]=1 |f:4.5|. Reported procedure: 2-Chloro-N-pyridin-4-yl-acetamide (Example 16a) (30 mg) was added to a solution of 1-phenyl-cycloheptanecarboxylic acid (R)-(1-aza-bicyclo[2.2.2]oct-3-yl)ester (Example 14e) (53 mg) in acetonitrile (1 mL). The reaction mixture was stirred at room temperature for 24 h. Diethyl ether (2 mL) was added and the reaction mixture was filtered to give a light brown solid. The solid was washed several times with diethyl ether and dried under vacuum at 40° C. Purification by column chromatography eluting ... Reactants: CC(C)(C)OC(=O)NCC1CCNCC1, O=C([O-])[O-], COc1ccc(C2OCCOC2CBr)cc1, Cc1ccccc1, [K+], [K+]. The product is COc1ccc(C2OCCOC2CN2CCC(CNC(=O)OC(C)(C)C)CC2)cc1. RXN SMILES: [C:1]([CH3:2])([CH3:3])([CH3:4])[O:5][C:6](=[O:7])[NH:8][CH2:9][CH:10]1[CH2:11][CH2:12][NH:13][CH2:14][CH2:15]1.[C:32](=[O:33])([O-:34])[O-:35].[CH2:16]1[O:17][CH:18]([c:24]2[cH:25][cH:26][c:27]([O:30][CH3:31])[cH:28][cH:29]2)[CH:19]([CH2:20][Br:21])[O:22][CH2:23]1.[CH3:38][c:39]1[cH:40][cH:41][cH:42][cH:43][cH:44]1.[K+:36].[K+:37]>>[C:1]([CH3:2])([CH3:3])([CH3:4])[O:5][C:6](=[O:7])[NH:8][CH2:9][CH:10]1[CH2:11][CH2:12][N:13]([CH2:20][CH:19]2[CH:18]([c:24]3[cH:25][cH:26][c:27]([O:30][CH3:31])[cH:28][cH:29]3)[O:17][CH2:16][CH2:23][O:22]2)[CH2:14][CH2:15]1.